From a dataset of the Open Reaction Database (ORD), a public repository of structured organic reaction records. describe an organic reaction: reactants, conditions, products, and yield Reactants: free base, C(=O)=O (dry ice), CN([C@H]1[C@H]([C@@H]([C@H]([C@@H]([C@@H]1OC)O)N)O[C@@H]2[C@@H](CC[C@H](O2)CN)N)O)C(=O)CN (Fortimicin D), [OH-].[Ba+2].[OH-] (barium hydroxide). The solvent is aqueous solution. Reaction conditions: temperature 100 celsius. The product is CN[C@H]1[C@H]([C@@H]([C@H]([C@@H]([C@@H]1OC)O)N)O[C@@H]2[C@@H](CC[C@H](O2)CN)N)O (Fortimicin KE). RXN SMILES: [CH3:1][N:2](C(CN)=O)[C@@H:3]1[C@@H:8]([O:9][CH3:10])[C@@H:7]([OH:11])[C@H:6]([NH2:12])[C@@H:5]([O:13][C@H:14]2[O:19][C@H:18]([CH2:20][NH2:21])[CH2:17][CH2:16][C@H:15]2[NH2:22])[C@@H:4]1[OH:23].[OH-].[Ba+2].[OH-].C(=O)=O>>[CH3:1][NH:2][C@@H:3]1[C@@H:8]([O:9][CH3:10])[C@@H:7]([OH:11])[C@H:6]([NH2:12])[C@@H:5]([O:13][C@H:14]2[O:19][C@H:18]([CH2:20][NH2:21])[CH2:17][CH2:16][C@H:15]2[NH2:22])[C@@H:4]1[OH:23] |f:1.2.3|. Procedure: In this example, 10 g of the free base of Fortimicin D is dissolved in 500 ml of aqueous solution of saturated barium hydroxide. The solution is heated at a temperature of 100° C. for 3 hours and thereafter is allowed to stand until it is cooled to room temperature. The solution is neutralized with dry ice to precipitate the barium carbonate out. Filtration is carried out to remove the precipitate and the precipitate is washed with a small amount of water. The filtrate and the washings are combi... Reactants: CC1=NC(=NO1)C1=C(N=C(S1)N)C1=CC=CC=C1 (5-(5-methyl-[1,2,4]oxadiazol-3-yl)-4-phenyl-thiazol-2-ylamine), C(CC)(=O)Cl (propionyl chloride). Product: CC1=NC(=NO1)C1=C(N=C(S1)NC(CC)=O)C1=CC=CC=C1 (N-[5-(5-Methyl-[1,2,4]oxadiazol-3-yl)-4-phenyl-thiazol-2-yl]-propionamide). RXN SMILES: [CH3:1][C:2]1[O:6][N:5]=[C:4]([C:7]2[S:11][C:10]([NH2:12])=[N:9][C:8]=2[C:13]2[CH:18]=[CH:17][CH:16]=[CH:15][CH:14]=2)[N:3]=1.[C:19](Cl)(=[O:22])[CH2:20][CH3:21]>>[CH3:1][C:2]1[O:6][N:5]=[C:4]([C:7]2[S:11][C:10]([NH:12][C:19](=[O:22])[CH2:20][CH3:21])=[N:9][C:8]=2[C:13]2[CH:14]=[CH:15][CH:16]=[CH:17][CH:18]=2)[N:3]=1. Procedure details: Prepared from 5-(5-methyl-[1,2,4]oxadiazol-3-yl)-4-phenyl-thiazol-2-ylamine and propionyl chloride. The reactants are O=C1N(CN(C12CCNCC2)C2=CC=CC=C2)CC=2C=C(C(=O)OC)C=CC2 (methyl 3-((4-oxo-1-phenyl-1,3,8-triazaspiro[4.5]decan-3-yl)methyl)benzoate), FC1=CC=C(C=C1)C(CCCI)=O (1-(4-fluorophenyl)-4-iodobutan-1-one), C([O-])([O-])=O.[K+].[K+] (potassium carbonate). The solvent is CN(C=O)C (N,N-dimethylformamide). Reaction conditions: temperature 65 celsius. Yields the product acetate salt, FC1=CC=C(C=C1)C(CCCN1CCC2(C(N(CN2C2=CC=CC=C2)CC=2C=C(C(=O)OC)C=CC2)=O)CC1)=O (methyl 3-((8-(4-(4-fluorophenyl)-4-oxobutyl)-4-oxo-1-phenyl-1,3,8-triazaspiro[4.5]decan-3-yl)methyl)benzoate). Isolated yield 10.0%. As a reaction SMILES: [O:1]=[C:2]1[C:6]2([CH2:11][CH2:10][NH:9][CH2:8][CH2:7]2)[N:5]([C:12]2[CH:17]=[CH:16][CH:15]=[CH:14][CH:13]=2)[CH2:4][N:3]1[CH2:18][C:19]1[CH:20]=[C:21]([CH:26]=[CH:27][CH:28]=1)[C:22]([O:24][CH3:25])=[O:23].[F:29][C:30]1[CH:35]=[CH:34][C:33]([C:36](=[O:41])[CH2:37][CH2:38][CH2:39]I)=[CH:32][CH:31]=1.C(=O)([O-])[O-].[K+].[K+]>CN(C)C=O>[F:29][C:30]1[CH:31]=[CH:32][C:33]([C:36](=[O:41])[CH2:37][CH2:38][CH2:39][N:9]2[CH2:10][CH2:11][C:6]3([N:5]([C:12]4[CH:13]=[CH:14][CH:15]=[CH:16][CH:17]=4)[CH2:4][N:3]([CH2:18][C:19]4[CH:20]=[C:21]([CH:26]=[CH:27][CH:28]=4)[C:22]([O:24][CH3:25])=[O:23])[C:2]3=[O:1])[CH2:7][CH2:8]2)=[CH:34][CH:35]=1 |f:2.3.4|. Reported procedure: A mixture of methyl 3-((4-oxo-1-phenyl-1,3,8-triazaspiro[4.5]decan-3-yl)methyl)benzoate (500 mg, 1.2 mmol, 1 equiv), 1-(4-fluorophenyl)-4-iodobutan-1-one (351.1 mg, 1.2 mmol, 1 equiv), and potassium carbonate (497.6 mg, 3.6 mmol, 3 equiv) in N,N-dimethylformamide was heated at 65° C. for 16 h. The reaction was cooled to ambient temperature and partitioned between ethyl acetate and water. The organic layer was dried over MgSO4, and concentrated in vacuo. The crude was purified using preparatory t... Conditions: temperature 0 celsius. Run in C(Cl)Cl (methylene chloride). Isolated yield 35.2%. Reagents/catalysts: CN(C)C1=CC=NC=C1 (4-(N,N-dimethylamino)pyridine). As a reaction SMILES: [OH:1][C@@H:2]([C@@H:4]1[C@@H:7]([CH2:8][C:9]([S:11][C:12]2[CH:17]=[CH:16][CH:15]=[CH:14][CH:13]=2)=[O:10])[N:6]([C:18]([C:22]([O:24][CH2:25][C:26]2[CH:31]=[CH:30][C:29]([N+:32]([O-:34])=[O:33])=[CH:28][CH:27]=2)=[O:23])=[C:19]([CH3:21])[CH3:20])[C:5]1=[O:35])[CH3:3].[N+:36]([C:39]1[CH:49]=[CH:48][C:42]([CH2:43][O:44][C:45](Cl)=[O:46])=[CH:41][CH:40]=1)([O-:38])=[O:37].C(=O)(O)[O-].[Na+]>C(Cl)Cl.CN(C1C=CN=CC=1)C>[CH3:20][C:19]([CH3:21])=[C:18]([N:6]1[C@H:7]([CH2:8][C:9]([S:11][C:12]2[CH:17]=[CH:16][CH:15]=[CH:14][CH:13]=2)=[O:10])[C@@H:4]([C@H:2]([O:1][C:45]([O:44][CH2:43][C:42]2[CH:41]=[CH:40][C:39]([N+:36]([O-:38])=[O:37])=[CH:49][CH:48]=2)=[O:46])[CH3:3])[C:5]1=[O:35])[C:22]([O:24][CH2:25][C:26]1[CH:27]=[CH:28][C:29]([N+:32]([O-:34])=[O:33])=[CH:30][CH:31]=1)=[O:23] |f:2.3|. Reactants: [N+](=O)([O-])C1=CC=C(COC(=O)Cl)C=C1 (p-nitrobenzyloxycarbonyl chloride), O[C@H](C)[C@H]1C(N([C@@H]1CC(=O)SC1=CC=CC=C1)C(=C(C)C)C(=O)OCC1=CC=C(C=C1)[N+](=O)[O-])=O ((3S, 4R)-3-[(R)-1-hydroxyethyl]-1-[2-methyl-1-(p-nitrobenzyloxycarbonyl)prop-1-enyl]-4-[(phenylthio)carbonylmethyl]-2-azetidinone), C([O-])(O)=O.[Na+] (sodium bicarbonate). Procedure details: 44 mg (0.088 mmole) of (3S, 4R)-3-[(R)-1-hydroxyethyl]-1-[2-methyl-1-(p-nitrobenzyloxycarbonyl)prop-1-enyl]-4-[(phenylthio)carbonylmethyl]-2-azetidinone were dissolved in 2 ml of methylene chloride. To the solution were added 32 mg (0.26 mmole) of 4-(N,N-dimethylamino)pyridine and 57 mg (0.26 mmole) of p-nitrobenzyloxycarbonyl chloride, with stirring at 0° C. The mixture was stirred at that temperature for 3 hours, after which it was poured into a dilute aqueous solution of sodium bicarbonate an... Product: CC(=C(C(=O)OCC1=CC=C(C=C1)[N+](=O)[O-])N1C([C@@H]([C@H]1CC(=O)SC1=CC=CC=C1)[C@@H](C)OC(=O)OCC1=CC=C(C=C1)[N+](=O)[O-])=O)C ((3S, 4R)-1-[2-methyl-1-(p-nitrobenzyloxycarbonyl)prop-1-enyl]-3-[(R)-1-(p-nitrobenzyloxycarbonyloxy)ethyl]-4-[(phenylthio)carbonylmethyl]-2-azetidinone). The reactants are C (charcoal), C(C)N1CCN(CC1)C=1C(C(C1OC)=O)=O (3-(4-ethyl-1-piperazinyl)-4-methoxy-3-cyclobutene-1,2-dione), CN1CCNCC1 (1-methylpiperazine). The solvent is C(C)O (ethanol), C(C)O (ethanol). Product: C(C)N1CCN(CC1)C=1C(C(C1N1CCN(CC1)C)=O)=O (3-(4-ethyl-1-piperazinyl)-4-(4-methyl-1-piperazinyl)-3-cyclobutene-1,2-dione), crystals. As a reaction SMILES: [CH2:1]([N:3]1[CH2:8][CH2:7][N:6]([C:9]2[C:10](=O)[C:11](=[O:15])[C:12]=2[O:13]C)[CH2:5][CH2:4]1)[CH3:2].[CH3:17][N:18]1[CH2:23][CH2:22][NH:21][CH2:20][CH2:19]1.C>C(O)C>[CH2:1]([N:3]1[CH2:4][CH2:5][N:6]([C:9]2[C:12](=[O:13])[C:11](=[O:15])[C:10]=2[N:21]2[CH2:22][CH2:23][N:18]([CH3:17])[CH2:19][CH2:20]2)[CH2:7][CH2:8]1)[CH3:2]. Reported procedure: To a stirred, refluxing solution of 2.2 grams of 3-(4-ethyl-1-piperazinyl)-4-methoxy-3-cyclobutene-1,2-dione dissolved in 30 ml. of absolute ethanol under an atmosphere of dry nitrogen, is added a solution of 1.0 gram of 1-methylpiperazine in 30 ml. of absolute ethanol. The resulting mixture is refluxed for 4 hours and then stripped of solvent under reduced pressure until the volume is approximately 15 ml. The concentrate is treated with decolorizing charcoal and filtered through a bed of diatom... Reactants: Cl.C[C@@]12CC(C[C@@H](NC1)C2)(C)C ((1S,5R)-1,3,3-trimethyl-6-azabicyclo[3.2.1]octane hydrochloride), CN(C)C(=[N+](C)C)ON1C2=C(C=CC=C2)N=N1.[B-](F)(F)(F)F (TBTU), CCN(C(C)C)C(C)C (DIEA), C1(CC1)COC1=C(C=CC(=N1)C(=O)O)N1CC(C1)(F)F (6-cyclopropylmethoxy-5-(3,3-difluoro-azetidin-1-yl)-pyridine-2-carboxylic acid). Yields the product C1(CC1)COC1=C(C=CC(=N1)C(=O)N1[C@@H]2CC(C[C@](C1)(C2)C)(C)C)N2CC(C2)(F)F ([6-Cyclopropylmethoxy-5-(3,3-difluoro-azetidin-1-yl)-pyridin-2-yl]-((1S,5R)-1,3,3-trimethyl-6-aza-bicyclo[3.2.1]oct-6-yl)-methanone). Reaction SMILES: [CH:1]1([CH2:4][O:5][C:6]2[N:11]=[C:10]([C:12]([OH:14])=O)[CH:9]=[CH:8][C:7]=2[N:15]2[CH2:18][C:17]([F:20])([F:19])[CH2:16]2)[CH2:3][CH2:2]1.Cl.[CH3:22][C@:23]12[CH2:30][C@H:27]([NH:28][CH2:29]1)[CH2:26][C:25]([CH3:32])([CH3:31])[CH2:24]2.CN(C(ON1N=NC2C=CC=CC1=2)=[N+](C)C)C.[B-](F)(F)(F)F.CCN(C(C)C)C(C)C>>[CH:1]1([CH2:4][O:5][C:6]2[N:11]=[C:10]([C:12]([N:28]3[CH2:29][C@:23]4([CH3:22])[CH2:30][C@H:27]3[CH2:26][C:25]([CH3:32])([CH3:31])[CH2:24]4)=[O:14])[CH:9]=[CH:8][C:7]=2[N:15]2[CH2:18][C:17]([F:20])([F:19])[CH2:16]2)[CH2:2][CH2:3]1 |f:1.2,3.4|. Procedure: In analogy to the procedure described in Example 47 b), 6-cyclopropylmethoxy-5-(3,3-difluoro-azetidin-1-yl)-pyridine-2-carboxylic acid (Example 1 b)) was reacted with (1S,5R)-1,3,3-trimethyl-6-azabicyclo[3.2.1]octane hydrochloride (380228-03-5) in the presence of TBTU and DIEA to obtain the title compound as colorless oil; MS (EI): m/e=420.2 [MH+].